describe an organic reaction: reactants, conditions, products, and yield From a dataset of the Open Reaction Database (ORD), a public repository of structured organic reaction records. The reactants are CC(C)C[Mg+], CCOCC, COc1ccc(C=O)cc1OC1CCCC1, [Cl-], Cl. Yields the product COc1ccc(C(O)CC(C)C)cc1OC1CCCC1. As a reaction SMILES: [CH2:18]([CH:19]([CH3:20])[CH3:21])[Mg+:22].[CH2:24]([O:25][CH2:26][CH3:27])[CH3:28].[CH:1]1([O:6][c:7]2[cH:8][c:9]([CH:10]=[O:11])[cH:12][cH:13][c:14]2[O:15][CH3:16])[CH2:2][CH2:3][CH2:4][CH2:5]1.[Cl-:17].[ClH:23]>>[CH:1]1([O:6][c:7]2[cH:8][c:9]([CH:10]([OH:11])[CH2:18][CH:19]([CH3:20])[CH3:21])[cH:12][cH:13][c:14]2[O:15][CH3:16])[CH2:2][CH2:3][CH2:4][CH2:5]1. The reactants are COC=1C=C2C(=NC=NC2=CC1OCCN1CCCC1)OC1=CC=CC=C1 (6-methoxy-4-phenoxy-7-(2-(pyrrolidin-1-yl)ethoxy)quinazoline), Cl (hydrochloric acid), C(O)([O-])=O.[Na+] (sodium hydrogen carbonate). Run at temperature 90 celsius. The product is COC=1C=C2C(NC=NC2=CC1OCCN1CCCC1)=O (6-methoxy-7-(2-(pyrrolidin-1-yl)ethoxy)-3,4-dihydroquinazolin-4-one). The yield is 107.0%. As a reaction SMILES: [CH3:1][O:2][C:3]1[CH:4]=[C:5]2[C:10](=[CH:11][C:12]=1[O:13][CH2:14][CH2:15][N:16]1[CH2:20][CH2:19][CH2:18][CH2:17]1)[N:9]=[CH:8][N:7]=[C:6]2[O:21]C1C=CC=CC=1.Cl.C(=O)([O-])O.[Na+]>>[CH3:1][O:2][C:3]1[CH:4]=[C:5]2[C:10](=[CH:11][C:12]=1[O:13][CH2:14][CH2:15][N:16]1[CH2:20][CH2:19][CH2:18][CH2:17]1)[N:9]=[CH:8][NH:7][C:6]2=[O:21] |f:2.3|. Procedure details: A mixture of 6-methoxy-4-phenoxy-7-(2-(pyrrolidin-1-yl)ethoxy)quinazoline (565 mg, 1.55 mmol) and 2M hydrochloric acid (5 ml) was heated at 90° C. for 90 minutes and allowed to cool. The solution was neutralised with aqueous sodium hydrogen carbonate, and the water removed by evaporation. The residue was purified by column chromatography eluting with methylene chloride/methanol/ammonia (100/8/1) to give 6-methoxy-7-(2-(pyrrolidin-1-yl)ethoxy)-3,4-dihydroquinazolin-4-one (480 mg). This material w... Reactants: O=C([O-])O, [Na+], CCOC(=O)C1CCC(=O)N1C(=O)OC(C)(C)C, C1CCOC1, O. Yields the product CCOC(=O)C(CCC(C)=O)NC(=O)OC(C)(C)C. As a reaction SMILES: [C:20](=[O:21])([OH:22])[O-:23].[Na+:24].[O:1]=[C:2]1[CH2:3][CH2:4][CH:5]([C:14](=[O:15])[O:16][CH2:17][CH3:18])[N:6]1[C:7](=[O:8])[O:9][C:10]([CH3:11])([CH3:12])[CH3:13].[O:25]1[CH2:26][CH2:27][CH2:28][CH2:29]1.[OH2:19]>>[O:1]=[C:2]([CH2:3][CH2:4][CH:5]([NH:6][C:7](=[O:8])[O:9][C:10]([CH3:11])([CH3:12])[CH3:13])[C:14](=[O:15])[O:16][CH2:17][CH3:18])[CH3:20]. As a reaction SMILES: [CH3:34][c:35]1[cH:36][cH:37][cH:38][cH:39][cH:40]1.[F:1][c:2]1[c:3]([C:4](=[O:5])[OH:6])[cH:7][cH:8][c:9]([CH2:11][CH2:12][CH:13]2[CH2:14][CH2:15][CH:16]([CH2:19][CH2:20][CH2:21][CH2:22][CH3:23])[CH2:17][CH2:18]2)[cH:10]1.[S:24]([Cl:25])([Cl:26])=[O:27].[cH:28]1[cH:29][cH:30][n:31][cH:32][cH:33]1>>[F:1][c:2]1[c:3]([C:4](=[O:5])[Cl:26])[cH:7][cH:8][c:9]([CH2:11][CH2:12][CH:13]2[CH2:14][CH2:15][CH:16]([CH2:19][CH2:20][CH2:21][CH2:22][CH3:23])[CH2:17][CH2:18]2)[cH:10]1. Product: CCCCCC1CCC(CCc2ccc(C(=O)Cl)c(F)c2)CC1. Reactants: Cc1ccccc1, CCCCCC1CCC(CCc2ccc(C(=O)O)c(F)c2)CC1, O=S(Cl)Cl, c1ccncc1. The reactants are COC1=C(C=CC=C1)C1CC(CC(C1)=O)=O (5-(2-methoxyphenyl)cyclohexane-1,3-dione), [H-].[Na+] (sodium hydride), ClCC(C)=O (chloroacetone). The solvent is CN(C)C=O (DMF). Run at time 15 minute. Yields the product COC1=C(C=CC=C1)C1CC2=C(C(=CO2)C)C(C1)=O (6-(2-methoxyphenyl)-3-methyl-4,5,6,7-tetrahydrobenzofuran-4-one). Reaction SMILES: [CH3:1][O:2][C:3]1[CH:8]=[CH:7][CH:6]=[CH:5][C:4]=1[CH:9]1[CH2:14][C:13](=[O:15])[CH2:12][C:11](=[O:16])[CH2:10]1.[H-].[Na+].Cl[CH2:20][C:21](=O)[CH3:22]>CN(C=O)C>[CH3:1][O:2][C:3]1[CH:8]=[CH:7][CH:6]=[CH:5][C:4]=1[CH:9]1[CH2:10][C:11](=[O:16])[C:12]2[C:21]([CH3:22])=[CH:20][O:15][C:13]=2[CH2:14]1 |f:1.2|. Procedure: To a solution of 5-(2-methoxyphenyl)cyclohexane-1,3-dione (mp144-145° C.; 1.09 g) in DMF (15 ml) was added 60% sodium hydride (0.22 g), and the mixture was stirred, under argon atmosphere, at room temperature for 15 minutes. To the mixture was added chloroacetone (0.45 ml), and the mixture was stirred at 150° C. overnight (14 hours). The reaction solution was cooled and concentrated under reduced pressure. To the residue was added ice-water, and the mixture was extracted with ethyl acetate. The ... Starting materials: Cl (hydrochloric acid), Cl (hydrochloric acid), stannous chloride-2H2O, ClS(=O)(=O)C=1C=C(C=CC1OC)CC(C)=O (3-chlorosulfonyl-4-methoxyphenylacetone). The solvent is C(C)(=O)O (acetic acid), O (water). Yields the product SC=1C=C(C=CC1OC)CC(C)=O (3-mercapto-4-methoxyphenylacetone). Yield: 93.6%. As a reaction SMILES: Cl.Cl[S:3]([C:6]1[CH:7]=[C:8]([CH2:14][C:15](=[O:17])[CH3:16])[CH:9]=[CH:10][C:11]=1[O:12][CH3:13])(=O)=O>C(O)(=O)C.O>[SH:3][C:6]1[CH:7]=[C:8]([CH2:14][C:15](=[O:17])[CH3:16])[CH:9]=[CH:10][C:11]=1[O:12][CH3:13]. Procedure details: While ice-cooling a suspension of 84 g of stannous chloride-2H2O in 320 ml of glacial acetic acid with stirring until a transparent solution was obtained, hydrochloric acid gas was introduced into the solution and then 14.3 g of 3-chlorosulfonyl-4-methoxyphenylacetone was added to the solution at 25°-30° C. After further stirring the mixture at room temperature for 30 minutes, the reaction mixture obtained was poured into 320 ml of concentrated hydrochloric acid and after diluting the mixture wi... The reactants are CI, CC(C)O, O=C1Nc2cnc(Cl)nc2N(C2CCCC2)CC12CC2, [H-], [Na+]. The product is CN1C(=O)C2(CC2)CN(C2CCCC2)c2nc(Cl)ncc21. RXN SMILES: [CH3:21][I:22].[CH:25]([OH:26])([CH3:27])[CH3:28].[Cl:1][c:2]1[n:3][cH:4][c:5]2[c:6]([n:20]1)[N:7]([CH:15]1[CH2:16][CH2:17][CH2:18][CH2:19]1)[CH2:8][C:9]1([CH2:10][CH2:11]1)[C:12](=[O:14])[NH:13]2.[H-:23].[Na+:24]>>[Cl:1][c:2]1[n:3][cH:4][c:5]2[c:6]([n:20]1)[N:7]([CH:15]1[CH2:16][CH2:17][CH2:18][CH2:19]1)[CH2:8][C:9]1([CH2:10][CH2:11]1)[C:12](=[O:14])[N:13]2[CH3:21].